The task is: describe an organic reaction: reactants, conditions, products, and yield. This data is from the Open Reaction Database (ORD), a public repository of structured organic reaction records. The reactants are Cl.NN=CC1=CC=C(C(=O)O)C=C1 (4-(aminoiminomethyl)benzoic acid hydrochloride), Cl.Cl.CC1=NC2=C(C=CC=C2C=C1)OCC=1C(=C(C=CC1Cl)S(=O)(=O)N1[C@@H](CCC1)C(=O)NCC1CCNCC1)Cl (1-[[3-[(2-methylquinolin-8-yl)oxymethyl]-2,4-dichlorophenyl]sulfonyl]-N-[(piperidin-4-yl)methyl]-2(S)-pyrrolidinecarboxamide dihydrochloride). The product is Cl.Cl.CC1=NC2=C(C=CC=C2C=C1)OCC=1C(=C(C=CC1Cl)S(=O)(=O)N1[C@@H](CCC1)C(=O)NCC1CCN(CC1)C(C1=CC=C(C=C1)C=NN)=O)Cl (1-[[3-[(2-Methylquinolin-8-yl)oxymethyl]-2,4-dichlorophenyl]sulfonyl]-N-[[1-[4-(aminoiminomethyl)benzoyl]piperidin-4-yl]methyl]-2(S)-pyrrolidinecarboxamide dihydrochloride), solid. Isolated yield 39.0%. As a reaction SMILES: [ClH:1].[NH2:2][N:3]=[CH:4][C:5]1[CH:13]=[CH:12][C:8]([C:9]([OH:11])=O)=[CH:7][CH:6]=1.Cl.Cl.[CH3:16][C:17]1[CH:26]=[CH:25][C:24]2[C:19](=[C:20]([O:27][CH2:28][C:29]3[C:30]([Cl:54])=[C:31]([S:36]([N:39]4[CH2:43][CH2:42][CH2:41][C@H:40]4[C:44]([NH:46][CH2:47][CH:48]4[CH2:53][CH2:52][NH:51][CH2:50][CH2:49]4)=[O:45])(=[O:38])=[O:37])[CH:32]=[CH:33][C:34]=3[Cl:35])[CH:21]=[CH:22][CH:23]=2)[N:18]=1>>[ClH:35].[ClH:1].[CH3:16][C:17]1[CH:26]=[CH:25][C:24]2[C:19](=[C:20]([O:27][CH2:28][C:29]3[C:30]([Cl:54])=[C:31]([S:36]([N:39]4[CH2:43][CH2:42][CH2:41][C@H:40]4[C:44]([NH:46][CH2:47][CH:48]4[CH2:49][CH2:50][N:51]([C:9](=[O:11])[C:8]5[CH:7]=[CH:6][C:5]([CH:4]=[N:3][NH2:2])=[CH:13][CH:12]=5)[CH2:52][CH2:53]4)=[O:45])(=[O:38])=[O:37])[CH:32]=[CH:33][C:34]=3[Cl:35])[CH:21]=[CH:22][CH:23]=2)[N:18]=1 |f:0.1,2.3.4,5.6.7|. Procedure: By following a procedure analogous to Example 23, starting from 4-(aminoiminomethyl)benzoic acid hydrochloride and 1-[[3-[(2-methylquinolin-8-yl)oxymethyl]-2,4-dichlorophenyl]sulfonyl]-N-[(piperidin-4-yl)methyl]-2(S)-pyrrolidinecarboxamide dihydrochloride, the expected product is obtained in the form of a powdery white solid (yield=39%) after purification by means of reversed phase chromatography on RP18-grafted silica gel using a water/acetonitrile/hydrochloric acid mixture (63/32/1; v/v/v) as ... The reactants are O1CC1(C)C (1,2-epoxy-2-methylpropane), [Si](C)(C)(C(C)(C)C)O[C@H]1C[C@@H](CC2=CC=C3[C@@H]4CC=C(C(C)(C)O)[C@]4(CC[C@@H]3[C@@]12C)C)O[Si](C)(C)C(C)(C)C (1α,3β-bis(tert-butyldimethylsilyloxy)-20-hydroxy-20-methylpregna-5,7,16-triene), [H-].[K+] (potassium hydride), C1COC2=CC=CC=C2OCCOCCOC3=CC=CC=C3OCCO1 (dibenzo-18-crown-6). Run in O (water), C(C)(=O)OCC (ethyl acetate), C1(=CC=CC=C1)C (toluene). Reaction conditions: temperature 45 celsius, time 1.5 hour. Yields the product [Si](C)(C)(C(C)(C)C)O[C@H]1C[C@@H](CC2=CC=C3[C@@H]4CC=C(C(C)(C)OCC(C)(C)O)[C@]4(CC[C@@H]3[C@@]12C)C)O[Si](C)(C)C(C)(C)C (1α,3β-bis(tert-butyldimethylsilyloxy)-20-(2-hydroxy-2-methylpropoxy)-20-methylpregna-5,7,16-triene), [Si](C)(C)(C(C)(C)C)O[C@H]1C[C@@H](CC2=CC=C3[C@@H]4CC=C(C(C)(C)O)[C@]4(CC[C@@H]3[C@@]12C)C)O[Si](C)(C)C(C)(C)C (1α,3β-bis(tert-butyldimethylsilyloxy)-20-hydroxy-20-methylpregna-5,7,16-triene). Isolated yield 38.0%. As a reaction SMILES: [Si:1]([O:8][C@@H:9]1[C@@:29]2([CH3:30])[C:13](=[CH:14][CH:15]=[C:16]3[C@@H:28]2[CH2:27][CH2:26][C@@:25]2([CH3:31])[C@H:17]3[CH2:18][CH:19]=[C:20]2[C:21]([OH:24])([CH3:23])[CH3:22])[CH2:12][C@@H:11]([O:32][Si:33]([C:36]([CH3:39])([CH3:38])[CH3:37])([CH3:35])[CH3:34])[CH2:10]1)([C:4]([CH3:7])([CH3:6])[CH3:5])([CH3:3])[CH3:2].[H-].[K+].C1OCCOC2C(=CC=CC=2)OCCOCCOC2C(=CC=CC=2)OC1.[O:68]1[C:70]([CH3:72])([CH3:71])[CH2:69]1>C1(C)C=CC=CC=1.C(OCC)(=O)C.O>[Si:1]([O:8][C@@H:9]1[C@@:29]2([CH3:30])[C:13](=[CH:14][CH:15]=[C:16]3[C@@H:28]2[CH2:27][CH2:26][C@@:25]2([CH3:31])[C@H:17]3[CH2:18][CH:19]=[C:20]2[C:21]([O:24][CH2:69][C:70]([OH:68])([CH3:72])[CH3:71])([CH3:23])[CH3:22])[CH2:12][C@@H:11]([O:32][Si:33]([C:36]([CH3:39])([CH3:38])[CH3:37])([CH3:34])[CH3:35])[CH2:10]1)([C:4]([CH3:7])([CH3:6])[CH3:5])([CH3:3])[CH3:2].[Si:1]([O:8][C@@H:9]1[C@@:29]2([CH3:30])[C:13](=[CH:14][CH:15]=[C:16]3[C@@H:28]2[CH2:27][CH2:26][C@@:25]2([CH3:31])[C@H:17]3[CH2:18][CH:19]=[C:20]2[C:21]([OH:24])([CH3:23])[CH3:22])[CH2:12][C@@H:11]([O:32][Si:33]([C:36]([CH3:39])([CH3:38])[CH3:37])([CH3:34])[CH3:35])[CH2:10]1)([C:4]([CH3:7])([CH3:6])[CH3:5])([CH3:3])[CH3:2] |f:1.2|. Procedure details: A solution of 1α,3β-bis(tert-butyldimethylsilyloxy)-20-hydroxy-20-methylpregna-5,7,16-triene (49.2 mg, 0.0859 mmol), potassium hydride (35% in oil, 0.1 ml, 0.873 mmol) and dibenzo-18-crown-6 (30 mg, 0.0832 mmol) in toluene (0.2 ml) was stirred at room temperature for 3 min., 1,2-epoxy-2-methylpropane (60 mg, 0.832 mmol) was added and stirred at external temperature of 45° C. for 1.5 hours. The reaction solution was cooled with ice and water was added. The mixture was diluted with ethyl acetate, ... The reactants are FC1=C(C(=CC=C1F)NC=C(C(=O)OCC)C(=O)OCC)OCC(C)O (2,3-Difluoro-6-(2,2-diethoxycarbonylethenyl)amino-[(2-hydroxypropyl)oxy]benzene), C1(=CC=C(C=C1)S(=O)(=O)Cl)C (p-toluenesulfonyl chloride), C(C)(=O)OCC (ethyl acetate), Cl (hydrochloric acid). Run in N1=CC=CC=C1 (pyridine). Run at time 4 hour. Product: FC1=C(C(=CC=C1F)NC=C(C(=O)OCC)C(=O)OCC)OCC(C)OS(=O)(=O)C1=CC=C(C=C1)C (2,3-Difluoro-6-(2,2-diethoxycarbonylethenyl)amino-[(2-p-toluenesulfonyloxypropyl)oxy]benzene). The yield is 94.7%. Reaction SMILES: [F:1][C:2]1[C:7]([F:8])=[CH:6][CH:5]=[C:4]([NH:9][CH:10]=[C:11]([C:17]([O:19][CH2:20][CH3:21])=[O:18])[C:12]([O:14][CH2:15][CH3:16])=[O:13])[C:3]=1[O:22][CH2:23][CH:24]([OH:26])[CH3:25].[C:27]1([CH3:37])[CH:32]=[CH:31][C:30]([S:33](Cl)(=[O:35])=[O:34])=[CH:29][CH:28]=1.C(OCC)(=O)C.Cl>N1C=CC=CC=1>[F:1][C:2]1[C:7]([F:8])=[CH:6][CH:5]=[C:4]([NH:9][CH:10]=[C:11]([C:17]([O:19][CH2:20][CH3:21])=[O:18])[C:12]([O:14][CH2:15][CH3:16])=[O:13])[C:3]=1[O:22][CH2:23][CH:24]([O:26][S:33]([C:30]1[CH:31]=[CH:32][C:27]([CH3:37])=[CH:28][CH:29]=1)(=[O:35])=[O:34])[CH3:25]. Reported procedure: To a solution of 747 mg of the compound obtained in Example 3 in 2 ml of pyridine was added 710 mg of p-toluenesulfonyl chloride and the mixture was stirred under cooling with ice for 24 hours, and then at room temperature for 4 hours. To the mixture were added ethyl acetate and 1 N hydrochloric acid. The mixture was shaken, and the organic layer was separated. The organic layer was washed with water and dried over anhydrous magnesium sulfate. The solvent was removed under reduced pressure. The ... Yield: 91.5%. Reaction conditions: time 3 hour. Product: N1=CC=CC2=CC(=CC=C12)[C@H]1[C@@H](C1)C(=O)O (trans 2-quinolin-6-yl-cyclopropanecarboxylic acid). RXN SMILES: C([O:3][C:4]([C@@H:6]1[CH2:8][C@H:7]1[C:9]1[CH:10]=[C:11]2[C:16](=[CH:17][CH:18]=1)[N:15]=[CH:14][CH:13]=[CH:12]2)=[O:5])C.[OH-].[Li+]>CO>[N:15]1[C:16]2[C:11](=[CH:10][C:9]([C@@H:7]3[CH2:8][C@H:6]3[C:4]([OH:5])=[O:3])=[CH:18][CH:17]=2)[CH:12]=[CH:13][CH:14]=1 |f:1.2|. Solvent: CO (methanol). Starting materials: C(C)OC(=O)[C@H]1[C@@H](C1)C=1C=C2C=CC=NC2=CC1 (trans 2-quinolin-6-yl-cyclopropanecarboxylic acid ethyl ester), aqueous solution, [OH-].[Li+] (lithium hydroxide). Procedure: To a solution of trans 2-quinolin-6-yl-cyclopropanecarboxylic acid ethyl ester (125 mg, 0.523 mmol) in methanol (2 mL) was added 4 M aqueous solution of lithium hydroxide (0.65 mL, 2.62 mmol). The reaction mixture was stirred at room temperature for 3 h then it was concentrated in vacuo, diluted with water, and treated with 1 N aqueous hydrochloric acid until pH 4-5. The resulting precipitate was filtered, washed with water, and dried in vacuo to provide 102 mg of product as a white solid. 1H NM... The reactants are Cl.COC([C@H]1NCCC1)=O (Proline methyl ester hydrochloride), ClS(=O)(=O)C1=CC=C(C(=O)O)C=C1 (4-(chlorosulfonyl)benzoic acid), C([O-])([O-])=O.[Na+].[Na+] (sodium carbonate), pentafluorophenyl ester, FC(C(=O)OC1=C(C(=C(C(=C1F)F)F)F)F)(F)F (pentafluorophenyl trifluoroacetate). The solvent is C(C)N(CC)CC (triethylamine), ClCCl (dichloromethane), N1=CC=CC=C1 (pyridine), O (water), CN(C=O)C (N,N-dimethylformamide). Product: S(=O)(=O)(C1=CC=C(C)C=C1)N1[C@H](C(=O)O)CCC1 (N-tosyl-proline). As a reaction SMILES: Cl.C[O:3][C:4](=[O:10])[C@@H:5]1[CH2:9][CH2:8][CH2:7][NH:6]1.Cl[S:12]([C:15]1[CH:23]=[CH:22][C:18]([C:19](O)=O)=[CH:17][CH:16]=1)(=[O:14])=[O:13].C(=O)([O-])[O-].[Na+].[Na+].FC(F)(F)C(OC1C(F)=C(F)C(F)=C(F)C=1F)=O>O.CN(C)C=O.ClCCl.C(N(CC)CC)C.N1C=CC=CC=1>[S:12]([N:6]1[CH2:7][CH2:8][CH2:9][C@H:5]1[C:4]([OH:3])=[O:10])([C:15]1[CH:23]=[CH:22][C:18]([CH3:19])=[CH:17][CH:16]=1)(=[O:14])=[O:13] |f:0.1,3.4.5|. Procedure: N-tosyl-proline derivatives were synthesized as follows. Proline methyl ester hydrochloride was reacted with 4-(chlorosulfonyl)benzoic acid and sodium carbonate in water. The product was converted to the pentafluorophenyl ester by reacting it with pentafluorophenyl trifluoroacetate and pyridine in N,N-dimethylformamide, and purified via flash chromatography. This activated ester was then reacted with the methyl-ester of glutamate (or any of the other amino acids tested) in the presence of trieth... The reactants are O=O (oxygen), C12C(C3CC(CC(C1)C3)C2)=O (2-adamantanone), ON1C(C=2C(C1=O)=CC=CC2)=O (N-hydroxyphthalimide), Mn(AA)3. Solvent: C(C)(=O)O (acetic acid). Product: OC12CC3C(C(CC(C1)C3)C2)=O (5-hydroxy-2-adamantanone), C12C(C3CC(CC(C1)C3)C2)=O (2-adamantanone). RXN SMILES: [CH:1]12[CH2:10][CH:5]3[CH2:6][CH:7]([CH2:9][CH:3]([CH2:4]3)[C:2]1=[O:11])[CH2:8]2.[OH:12]N1C(=O)C2=CC=CC=C2C1=O.O=O>C(O)(=O)C>[OH:12][C:7]12[CH2:9][CH:3]3[CH2:4][CH:5]([CH2:10][CH:1]([C:2]3=[O:11])[CH2:8]1)[CH2:6]2.[CH:1]12[CH2:10][CH:5]3[CH2:6][CH:7]([CH2:9][CH:3]([CH2:4]3)[C:2]1=[O:11])[CH2:8]2. Procedure details: A mixture of 0.1 mol of 2-adamantanone, 10 mmol of N-hydroxyphthalimide, 0.33 mmol of acetylacetonatovanadium V (AA)3, 0.17 mmol of acetylacetonatomanganese Mn(AA)3, and 250 ml of acetic acid was stirred at 85° C. in an oxygen atmosphere (1 atm) for 10 hours. The resulting reaction mixture was concentrated and was then extracted with ethyl acetate. A portion of an organic layer was concentrated and was then cooled for crystallization to yield 5-hydroxy-2-adamantanone of the following formula in ... The reactants are [BH4-], CO, ClC(Cl)Cl, COC(=O)Nc1cccc(C)c1C=Nc1cccnc1N, [Na+], O. RXN SMILES: [BH4-:22].[CH3:25][OH:26].[CH:27]([Cl:28])([Cl:29])[Cl:30].[NH2:1][c:2]1[n:3][cH:4][cH:5][cH:6][c:7]1[N:8]=[CH:9][c:10]1[c:11]([CH3:21])[cH:12][cH:13][cH:14][c:15]1[NH:16][C:17](=[O:18])[O:19][CH3:20].[Na+:23].[OH2:24]>>[NH2:1][c:2]1[n:3][cH:4][cH:5][cH:6][c:7]1[NH:8][CH2:9][c:10]1[c:11]([CH3:21])[cH:12][cH:13][cH:14][c:15]1[NH:16][C:17](=[O:18])[O:19][CH3:20]. Yields the product COC(=O)Nc1cccc(C)c1CNc1cccnc1N. The reactants are CCCCCCCCCCCCOc1cc(OCCCCCCCCCCCC)cc(C(=O)OC)c1, CCO, [K+], [OH-], O. Yields the product CCCCCCCCCCCCOc1cc(OCCCCCCCCCCCC)cc(C(=O)O)c1. RXN SMILES: [CH2:1]([CH2:2][CH2:3][CH2:4][CH2:5][CH2:6][CH2:7][CH2:8][CH2:9][CH2:10][CH2:11][CH3:12])[O:13][c:14]1[cH:15][c:16]([C:17](=[O:18])[O:19][CH3:20])[cH:21][c:22]([O:24][CH2:25][CH2:26][CH2:27][CH2:28][CH2:29][CH2:30][CH2:31][CH2:32][CH2:33][CH2:34][CH2:35][CH3:36])[cH:23]1.[CH3:37][CH2:38][OH:39].[K+:41].[OH-:40].[OH2:42]>>[CH2:1]([CH2:2][CH2:3][CH2:4][CH2:5][CH2:6][CH2:7][CH2:8][CH2:9][CH2:10][CH2:11][CH3:12])[O:13][c:14]1[cH:15][c:16]([C:17](=[O:18])[OH:19])[cH:21][c:22]([O:24][CH2:25][CH2:26][CH2:27][CH2:28][CH2:29][CH2:30][CH2:31][CH2:32][CH2:33][CH2:34][CH2:35][CH3:36])[cH:23]1. Starting materials: BrC1=C(C(=O)N)C=CC=C1C (2-bromo-3-methylbenzamide), FC1=C(C=CC(=C1)F)CCC1=CC=C(C=C1)S(=O)(=O)C1=CC=CC=C1 (2,4-difluoro-1-{2-[4-(phenylsulfonyl)phenyl]ethyl}benzene). Yields the product FC1=C(C=CC(=C1)F)/C=C/C1=CC=C(C=C1)S(=O)(=O)C1=C(C(=O)N)C=CC=C1C (2-({4-[(E)-2-(2,4-difluorophenyl)vinyl]phenyl}sulfonyl)-3-methylbenzamide). RXN SMILES: Br[C:2]1[C:10]([CH3:11])=[CH:9][CH:8]=[CH:7][C:3]=1[C:4]([NH2:6])=[O:5].[F:12][C:13]1[CH:18]=[C:17]([F:19])[CH:16]=[CH:15][C:14]=1[CH2:20][CH2:21][C:22]1[CH:27]=[CH:26][C:25]([S:28](C2C=CC=CC=2)(=[O:30])=[O:29])=[CH:24][CH:23]=1>>[F:12][C:13]1[CH:18]=[C:17]([F:19])[CH:16]=[CH:15][C:14]=1/[CH:20]=[CH:21]/[C:22]1[CH:27]=[CH:26][C:25]([S:28]([C:2]2[C:10]([CH3:11])=[CH:9][CH:8]=[CH:7][C:3]=2[C:4]([NH2:6])=[O:5])(=[O:30])=[O:29])=[CH:24][CH:23]=1. Reported procedure: Prepared from 2-bromo-3-methylbenzamide by the procedure of Example 135 using Intermediate 2 in Step 2. m/z (ES+) 397 [(M−NH2)+].